Dataset: the Open Reaction Database (ORD), a public repository of structured organic reaction records. Task: describe an organic reaction: reactants, conditions, products, and yield Starting materials: ice, C(C1=CC=CC=C1)OC(=O)NCC(=O)O (N-(benzyloxycarbonyl) glycine), CC1(NCC(N1)=O)C (2,2-dimethyl-4-imidazolidinone), C1(CCCCC1)N=C=NC1CCCCC1 (dicyclohexylcarbodiimide). The solvent is O1CCCC1 (tetrahydrofuran), O1CCCC1 (THF). Run at temperature 20 celsius, time 3 hour. Product: C(C1=CC=CC=C1)OC(=O)NCC(=O)N1C(NC(C1)=O)(C)C (1-[2-(Benzyloxycarbonylamino)acetyl]-2,2-dimethyl-4-imidazolidinone). As a reaction SMILES: [CH2:1]([O:8][C:9]([NH:11][CH2:12][C:13]([OH:15])=O)=[O:10])[C:2]1[CH:7]=[CH:6][CH:5]=[CH:4][CH:3]=1.[CH3:16][C:17]1([CH3:23])[NH:21][C:20](=[O:22])[CH2:19][NH:18]1.C1(N=C=NC2CCCCC2)CCCCC1>O1CCCC1>[CH2:1]([O:8][C:9]([NH:11][CH2:12][C:13]([N:18]1[CH2:19][C:20](=[O:22])[NH:21][C:17]1([CH3:23])[CH3:16])=[O:15])=[O:10])[C:2]1[CH:3]=[CH:4][CH:5]=[CH:6][CH:7]=1. Reported procedure: To an ice-cold solution of N-(benzyloxycarbonyl) glycine (9 g) and 2,2-dimethyl-4-imidazolidinone (5 g) in tetrahydrofuran (THF) (150 ml) a solution of dicyclohexylcarbodiimide (DCC) (9 g) in THF (50 ml) was added dropwise. After stirring for 3 hours at 20° C., the precipitate was filtered off, the filtrate was evaporated to dryness and the residue was crystallized from 2-propanol affording 12 g of the title compound, m.p. 135°-136° C. Reactants: [Br-].[Br-].[Br-].C1(=CC=CC=C1)[N+](C)(C)C.C1(=CC=CC=C1)[N+](C)(C)C.C1(=CC=CC=C1)[N+](C)(C)C (Phenyltrimethylammonium tribromide), S1C2=C(C=C1)C(CCC2)=O (6,7-dihydrobenzo[b]thiophen-4(5H)-one). The solvent is O1CCCC1 (tetrahydrofuran). Conditions: time 1 hour. Yields the product S1C2=C(C=C1)C(=CC=C2)O (benzo[b]thiophen-4-ol). The yield is 88.1%. RXN SMILES: [Br-].[Br-].[Br-].C1([N+](C)(C)C)C=CC=CC=1.C1([N+](C)(C)C)C=CC=CC=1.C1([N+](C)(C)C)C=CC=CC=1.[S:34]1[CH:38]=[CH:37][C:36]2[C:39](=[O:43])[CH2:40][CH2:41][CH2:42][C:35]1=2>O1CCCC1>[S:34]1[CH:38]=[CH:37][C:36]2[C:39]([OH:43])=[CH:40][CH:41]=[CH:42][C:35]1=2 |f:0.1.2.3.4.5|. Procedure: Phenyltrimethylammonium tribromide (11.4 g) was added in portions under nitrogen at ambient temperature over 35 minutes to a stirred solution of 6,7-dihydrobenzo[b]thiophen-4(5H)-one (4.6 g) in tetrahydrofuran (45 ml), the mixture was stirred for 1 hour and allowed to stand at ambient temperature overnight, then it was filtered and the solvent was removed in vacuo. The residue was dissolved in dimethylformamide (20 ml), the solution was added under nitrogen to a suspension of lithium carbonate (...